From a dataset of the Open Reaction Database (ORD), a public repository of structured organic reaction records. describe an organic reaction: reactants, conditions, products, and yield Reactants: Cl.COC(CCN)=O (β-alanine methyl ester hydrochloride), ON1N=NC2=C1C=CC=C2 (HOBT), CCN=C=NCCCN(C)C (WSC), N1CCC=CCC(C1)C(=O)OCC (ethyl 1,2,3,6,7,8-hexahydroazocine-7-carboxylate), C(C)(C)(C)OC(=O)N1CCC(CC1)C(=O)O (1-(tert-butoxycarbonyl)-piperidine-4-carboxylic acid), ON1N=NC2=C1C=CC=C2 (1-hydroxybenztriazole), 1-ethyl-3-(3-dimethylaminopropyl)carbodimde hydrochloride. The solvent is CN(C)C=O (DMF). Conditions: time 8 hour. Yields the product COC(CCNC(=O)C1CC=CCCN(C1)C(CCC1CCN(CC1)C(=O)OC(C)(C)C)=O)=O (N-{1-[3-[1-(tert-butoxycarbonyl)4-piperidinyl)propionyl]-1,2,3,6,7,8-hexahydroazocine-7-carbonyl}-β-alanine methyl ester). The yield is 90.0%. RXN SMILES: [NH:1]1[CH2:8][CH:7]([C:9]([O:11]CC)=O)[CH2:6][CH:5]=[CH:4][CH2:3][CH2:2]1.[C:14]([O:18][C:19]([N:21]1[CH2:26][CH2:25][CH:24]([C:27](O)=O)[CH2:23][CH2:22]1)=[O:20])([CH3:17])([CH3:16])[CH3:15].[OH:30]N1C2C=CC=CC=2N=N1.Cl.[CH3:41][O:42][C:43](=[O:47])[CH2:44][CH2:45][NH2:46].CCN=C=NC[CH2:54][CH2:55]N(C)C>CN(C=O)C>[CH3:41][O:42][C:43](=[O:47])[CH2:44][CH2:45][NH:46][C:9]([CH:7]1[CH2:8][N:1]([C:54](=[O:30])[CH2:55][CH2:27][CH:24]2[CH2:23][CH2:22][N:21]([C:19]([O:18][C:14]([CH3:15])([CH3:16])[CH3:17])=[O:20])[CH2:26][CH2:25]2)[CH2:2][CH2:3][CH:4]=[CH:5][CH2:6]1)=[O:11] |f:3.4|. Reported procedure: A mixture of ethyl 1,2,3,6,7,8-hexahydroazocine-7-carboxylate (65 mg, 0.35 mmol), 1-(tert-butoxycarbonyl)-piperidine-4-carboxylic acid (91 mg, 0.35 mmol), 1-hydroxybenztriazole (HOBT) (48 mg, 0.35 mmol) and 1-ethyl-3-(3-dimethylaminopropyl)carbodimde hydrochloride (WSC.HCl) (68 mg, 0.35 mmol) in DMF was stirred overnight at room temperature. The mixture was quenched by a saturated aqueous NaHCO3 solution, then extracted with ethyl acetate. The extract was washed with water and brine, dried over ... Reactants: OCCCBr, O=C([O-])[O-], CC#N, [K+], [K+], NC(=O)C1CCCN1. Product: NC(=O)C1CCCN1CCCO. As a reaction SMILES: [Br:1][CH2:2][CH2:3][CH2:4][OH:5].[C:14](=[O:15])([O-:16])[O-:17].[CH3:20][C:21]#[N:22].[K+:18].[K+:19].[NH:6]1[CH:7]([C:11](=[O:12])[NH2:13])[CH2:8][CH2:9][CH2:10]1>>[CH2:2]([CH2:3][CH2:4][OH:5])[N:6]1[CH:7]([C:11](=[O:12])[NH2:13])[CH2:8][CH2:9][CH2:10]1. Starting materials: CC(=O)[O-], CC(=O)[O-], OB(O)c1ccnc(Cl)c1, [Cu+2], CC(C)N1CCN(C(=O)c2ccc3[nH]c(C(=O)N4CCS(=O)(=O)CC4)cc3c2)CC1, c1ccncc1. Product: CC(C)N1CCN(C(=O)c2ccc3c(c2)cc(C(=O)N2CCS(=O)(=O)CC2)n3-c2ccnc(Cl)c2)CC1. Reaction SMILES: [C:41]([O-:42])(=[O:43])[CH3:44].[C:46]([O-:47])(=[O:48])[CH3:49].[Cl:31][c:32]1[n:33][cH:34][cH:35][c:36]([B:38]([OH:39])[OH:40])[cH:37]1.[Cu+2:45].[O:1]=[S:2]1(=[O:30])[CH2:3][CH2:4][N:5]([C:8](=[O:9])[c:10]2[nH:11][c:12]3[cH:13][cH:14][c:15]([C:19](=[O:20])[N:21]4[CH2:22][CH2:23][N:24]([CH:27]([CH3:28])[CH3:29])[CH2:25][CH2:26]4)[cH:16][c:17]3[cH:18]2)[CH2:6][CH2:7]1.[cH:50]1[cH:51][cH:52][n:53][cH:54][cH:55]1>>[O:1]=[S:2]1(=[O:30])[CH2:3][CH2:4][N:5]([C:8](=[O:9])[c:10]2[n:11](-[c:36]3[cH:35][cH:34][n:33][c:32]([Cl:31])[cH:37]3)[c:12]3[cH:13][cH:14][c:15]([C:19](=[O:20])[N:21]4[CH2:22][CH2:23][N:24]([CH:27]([CH3:28])[CH3:29])[CH2:25][CH2:26]4)[cH:16][c:17]3[cH:18]2)[CH2:6][CH2:7]1. Reactants: C1(CCCCCCC1)NC(=S)N (N-cyclooctyl-thiourea), BrC(C(=O)O)CC (2-bromo-butyric acid). The product is C1(CCCCCCC1)NC=1SC(C(N1)=O)CC (2-(cyclooctylamino)-5-ethyl-1,3-thiazol-4(5H)-one). RXN SMILES: [CH:1]1([NH:9][C:10]([NH2:12])=[S:11])[CH2:8][CH2:7][CH2:6][CH2:5][CH2:4][CH2:3][CH2:2]1.Br[CH:14]([CH2:18][CH3:19])[C:15](O)=[O:16]>>[CH:1]1([NH:9][C:10]2[S:11][CH:14]([CH2:18][CH3:19])[C:15](=[O:16])[N:12]=2)[CH2:8][CH2:7][CH2:6][CH2:5][CH2:4][CH2:3][CH2:2]1. Procedure: Synthesis was performed from N-cyclooctyl-thiourea and 2-bromo-butyric acid according to Method C1. Reactants: Cl.N12C[C@@H](C(CC1)CC2)NC(=O)C=2OC1=C(C2)C=CC=C1Br (N-[(3R)-1-azabicyclo[2.2.2]oct-3-yl]-7-bromo-1-benzofuran-2-carboxamide hydrochloride), FC(OC=1C=C(C=CC1)B(O)O)(F)F (3-(trifluoromethoxy)phenylboronic acid), C([O-])([O-])=O.[Na+].[Na+] (sodium carbonate). Reagents/catalysts: C1=CC=C(C=C1)P([C-]2C=CC=C2)C3=CC=CC=C3.C1=CC=C(C=C1)P([C-]2C=CC=C2)C3=CC=CC=C3.Cl[Pd]Cl.[Fe+2] (PdCl2(dppf)). The solvent is CN(C)C=O (DMF). Conditions: temperature 70 celsius. Product: Cl.N12C[C@@H](C(CC1)CC2)NC(=O)C=2OC1=C(C2)C=CC=C1C1=CC(=CC=C1)OC(F)(F)F (N-[(3R)-1-Azabicyclo[2.2.2]oct-3-yl]-7-[3-(trifluoromethoxy)phenyl]-1-benzofuran-2-carboxamide hydrochloride). RXN SMILES: [ClH:1].[N:2]12[CH2:9][CH2:8][CH:5]([CH2:6][CH2:7]1)[C@@H:4]([NH:10][C:11]([C:13]1[O:14][C:15]3[C:21](Br)=[CH:20][CH:19]=[CH:18][C:16]=3[CH:17]=1)=[O:12])[CH2:3]2.[F:23][C:24]([F:36])([F:35])[O:25][C:26]1[CH:27]=[C:28](B(O)O)[CH:29]=[CH:30][CH:31]=1.C(=O)([O-])[O-].[Na+].[Na+]>C1C=CC(P(C2C=CC=CC=2)[C-]2C=CC=C2)=CC=1.C1C=CC(P(C2C=CC=CC=2)[C-]2C=CC=C2)=CC=1.Cl[Pd]Cl.[Fe+2].CN(C=O)C>[ClH:1].[N:2]12[CH2:9][CH2:8][CH:5]([CH2:6][CH2:7]1)[C@@H:4]([NH:10][C:11]([C:13]1[O:14][C:15]3[C:21]([C:28]4[CH:29]=[CH:30][CH:31]=[C:26]([O:25][C:24]([F:23])([F:35])[F:36])[CH:27]=4)=[CH:20][CH:19]=[CH:18][C:16]=3[CH:17]=1)=[O:12])[CH2:3]2 |f:0.1,3.4.5,6.7.8.9,11.12|. Procedure: 200 mg (0.52 mmol) of N-[(3R)-1-azabicyclo[2.2.2]oct-3-yl]-7-bromo-1-benzofuran-2-carboxamide hydrochloride (Example 30A) and 106.8 mg (0.52 mmol) of 3-(trifluoromethoxy)phenylboronic acid are introduced into 2.0 ml of DMF. Addition of 0.78 ml of 2 M sodium carbonate solution and 21.2 mg (0.03 mmol) of PdCl2(dppf) is followed by heating at 70° C. for 17 h. After cooling, the reaction mixture is filtered through kieselguhr and purified by preparative HPLC. The product fractions are combined and c... Starting materials: ClC1=NC=CC(=N1)N1CC(C1)OC1=C(C=C(C=C1)Cl)Cl (2-chloro-4-(3-(2,4-dichlorophenoxy)azetidin-1-yl)pyrimidine), NC1=CC=C(C(=O)NC)C=C1 (4-amino-N-methylbenzamide), C([O-])([O-])=O.[Cs+].[Cs+] (cesium carbonate). The solvent is CC(=O)N(C)C (dimethyl acetamide). Product: ClC1=C(OC2CN(C2)C2=NC(=NC=C2)NC2=CC=C(C(=O)NC)C=C2)C=CC(=C1)Cl (4-(4-(3-(2,4-dichlorophenoxy)azetidin-1-yl)pyrimidin-2-ylamino)-N-methylbenzamide). The yield is 28.6%. As a reaction SMILES: Cl[C:2]1[N:7]=[C:6]([N:8]2[CH2:11][CH:10]([O:12][C:13]3[CH:18]=[CH:17][C:16]([Cl:19])=[CH:15][C:14]=3[Cl:20])[CH2:9]2)[CH:5]=[CH:4][N:3]=1.[NH2:21][C:22]1[CH:31]=[CH:30][C:25]([C:26]([NH:28][CH3:29])=[O:27])=[CH:24][CH:23]=1.C(=O)([O-])[O-].[Cs+].[Cs+]>CC(N(C)C)=O>[Cl:20][C:14]1[CH:15]=[C:16]([Cl:19])[CH:17]=[CH:18][C:13]=1[O:12][CH:10]1[CH2:11][N:8]([C:6]2[CH:5]=[CH:4][N:3]=[C:2]([NH:21][C:22]3[CH:23]=[CH:24][C:25]([C:26]([NH:28][CH3:29])=[O:27])=[CH:30][CH:31]=3)[N:7]=2)[CH2:9]1 |f:2.3.4|. Reported procedure: To a solution of 2-chloro-4-(3-(2,4-dichlorophenoxy)azetidin-1-yl)pyrimidine (0.200 g, 609 mmoL) and 4-amino-N-methylbenzamide (0.109 g, 0.731 mmoL) in dimethyl acetamide (5 mL) was added cesium carbonate (300 mg, 9.14 mmol) and the reaction mixture was degassed for 15 min. Tris(dibenzylideneacetone)dipalladium (0) [Pd2(dba)3](0.030 g, 0.03 mmoL) and 2,2′-bis(diphenylphosphino)-1,1′-binaphthyl [BINAP] (0.020 g, 0.03 mmoL) were added and the mixture was irradiated in the microwave at 120° C. for ... Reactants: ClC=1SC2=C(N1)C(=CC=C2)OC (2-Chloro-4-methoxy-benzothiazole), FC(C(=O)O)(F)F.N1CC(CC1)COC1=C(C=CC=C1)NS(=O)(=O)C1=NC=CC=C1 (N-(2-(pyrrolidin-3-ylmethoxy)phenyl)pyridine-2-sulfonamide trifluoroacetate). Reported procedure: Compound 32 is prepared using synthesis method 3 using intermediates 2c and 6b (yield: 51%). Product: COC1=CC=CC2=C1N=C(S2)N2CC(CC2)COC2=C(C=CC=C2)NS(=O)(=O)C2=NC=CC=C2 (N-(2-((1-(4-methoxybenzo[d]thiazol-2-yl)pyrrolidin-3-yl)methoxy)-phenyl)pyridine-2-sulfonamide). Reaction SMILES: Cl[C:2]1[S:3][C:4]2[CH:10]=[CH:9][CH:8]=[C:7]([O:11][CH3:12])[C:5]=2[N:6]=1.FC(F)(F)C(O)=O.[NH:20]1[CH2:24][CH2:23][CH:22]([CH2:25][O:26][C:27]2[CH:32]=[CH:31][CH:30]=[CH:29][C:28]=2[NH:33][S:34]([C:37]2[CH:42]=[CH:41][CH:40]=[CH:39][N:38]=2)(=[O:36])=[O:35])[CH2:21]1>>[CH3:12][O:11][C:7]1[C:5]2[N:6]=[C:2]([N:20]3[CH2:24][CH2:23][CH:22]([CH2:25][O:26][C:27]4[CH:32]=[CH:31][CH:30]=[CH:29][C:28]=4[NH:33][S:34]([C:37]4[CH:42]=[CH:41][CH:40]=[CH:39][N:38]=4)(=[O:35])=[O:36])[CH2:21]3)[S:3][C:4]=2[CH:10]=[CH:9][CH:8]=1 |f:1.2|. Starting materials: C(C1=CC=CC=C1)ON (O-Benzyl hydroxylamine), C=1C=CC2=C(C1)N=NN2O (HOBT), CCN=C=NCCCN(C)C (EDAC), C1OC=2C=C(COC([C@@H](COC3OCCCC3)N(S(=O)(=O)C3=C(C=C(C=C3C)OC)C)CC3=CC4=C(C=C3)OCO4)=O)C=CC2O1 (2(R)-[(3,4-methylenedioxybenzyl)-(4-methoxy-2,6-dimethylbenzene-sulfonyl)amino]-3-(tetrahydropyran-2-yloxy)propionic acid 3,4-methylenedioxybenzyl ester). Reagents/catalysts: [Pd] (Pd-C). Yield: 97.8%. Run in C(C)(=O)OCC (ethyl acetate), C(C)O.O1CCCC1 (ethanol tetrahydrofuran). RXN SMILES: C1OC2C=CC(C[O:7][C:8](=O)[C@H:9]([N:18]([CH2:32][C:33]3[CH:38]=[CH:37][C:36]4[O:39][CH2:40][O:41][C:35]=4[CH:34]=3)[S:19]([C:22]3[C:27]([CH3:28])=[CH:26][C:25]([O:29][CH3:30])=[CH:24][C:23]=3[CH3:31])(=[O:21])=[O:20])[CH2:10][O:11][CH:12]3[CH2:17][CH2:16][CH2:15][CH2:14][O:13]3)=CC=2O1.[CH2:47]([O:54][NH2:55])[C:48]1[CH:53]=[CH:52][CH:51]=[CH:50][CH:49]=1.C1C=CC2N(O)N=NC=2C=1.CCN=C=NCCCN(C)C>C(OCC)(=O)C.[Pd].C(O)C.O1CCCC1>[CH2:47]([O:54][NH:55][C:8](=[O:7])[C@H:9]([N:18]([CH2:32][C:33]1[CH:38]=[CH:37][C:36]2[O:39][CH2:40][O:41][C:35]=2[CH:34]=1)[S:19]([C:22]1[C:27]([CH3:28])=[CH:26][C:25]([O:29][CH3:30])=[CH:24][C:23]=1[CH3:31])(=[O:20])=[O:21])[CH2:10][O:11][CH:12]1[CH2:17][CH2:16][CH2:15][CH2:14][O:13]1)[C:48]1[CH:53]=[CH:52][CH:51]=[CH:50][CH:49]=1 |f:6.7|. Product: C(C1=CC=CC=C1)ONC([C@@H](COC1OCCCC1)N(S(=O)(=O)C1=C(C=C(C=C1C)OC)C)CC1=CC2=C(C=C1)OCO2)=O (N-benzyloxy-2(R)-[(3,4-methylenedioxy-benzyl)-(4-methoxy-2,6-dimethylbenzenesulfonyl)amino]-3-(tetrahydropyran-2-yloxy)-propionamide). Reaction conditions: time 45 minute. Procedure details: To a solution of 2(R)-[(3,4-methylenedioxybenzyl)-(4-methoxy-2,6-dimethylbenzene-sulfonyl)amino]-3-(tetrahydropyran-2-yloxy)propionic acid 3,4-methylenedioxybenzyl ester (3.26 g, 4.57 mmol) in argon deoxygenated 80% ethanol-tetrahydrofuran (100 mL) was added 10% Pd-C (2 g) and the resulting reaction mixture was hydrogenated at atmospheric pressure for 45 min. The reaction mixture was degassed under argon, the slurry was filtered over Celite, and the Celite pad was washed with ample 80% ethanol-m...